This data is from the Open Reaction Database (ORD), a public repository of structured organic reaction records. The task is: describe an organic reaction: reactants, conditions, products, and yield The product is Cl, Cc1occc1C(=O)N1CC(C)N(CCCc2ccccc2)CC1C. Reactants: Cc1occc1C(=O)Cl, CC1CN(CCCc2ccccc2)C(C)CN1, c1ccccc1. Reaction SMILES: [CH3:18][c:19]1[o:20][cH:21][cH:22][c:23]1[C:24](=[O:25])[Cl:26].[c:1]1([CH2:7][CH2:8][CH2:9][N:10]2[CH:11]([CH3:17])[CH2:12][NH:13][CH:14]([CH3:16])[CH2:15]2)[cH:2][cH:3][cH:4][cH:5][cH:6]1.[cH:27]1[cH:28][cH:29][cH:30][cH:31][cH:32]1>>[ClH:26].[c:1]1([CH2:7][CH2:8][CH2:9][N:10]2[CH:11]([CH3:17])[CH2:12][N:13]([C:24]([c:23]3[c:19]([CH3:18])[o:20][cH:21][cH:22]3)=[O:25])[CH:14]([CH3:16])[CH2:15]2)[cH:2][cH:3][cH:4][cH:5][cH:6]1.